Dataset: the Open Reaction Database (ORD), a public repository of structured organic reaction records. Task: describe an organic reaction: reactants, conditions, products, and yield Product: ClC=1C=C(C=CC1Cl)C(C#N)CCCOC1OCCCC1 (2-(3,4-Dichlorophenyl)-5-(tetrahydropyran-2-yloxy)pentanenitrile). Solvent: C1CCOC1 (THF), C1CCOC1 (THF). Starting materials: [H-].[Na+] (sodium hydride), ClC=1C=C(C=CC1Cl)CC#N (3,4-dichlorophenylacetonitrile), BrCCCOC1OCCCC1 (2-(3-bromopropoxy)tetrahydropyran). Reaction SMILES: [H-].[Na+].[Cl:3][C:4]1[CH:5]=[C:6]([CH2:11][C:12]#[N:13])[CH:7]=[CH:8][C:9]=1[Cl:10].Br[CH2:15][CH2:16][CH2:17][O:18][CH:19]1[CH2:24][CH2:23][CH2:22][CH2:21][O:20]1>C1COCC1>[Cl:3][C:4]1[CH:5]=[C:6]([CH:11]([CH2:15][CH2:16][CH2:17][O:18][CH:19]2[CH2:24][CH2:23][CH2:22][CH2:21][O:20]2)[C:12]#[N:13])[CH:7]=[CH:8][C:9]=1[Cl:10] |f:0.1|. Yield: 46.7%. Procedure details: 2.8 g of sodium hydride as a 60% dispersion in oil are added in small portions at RT to a solution of 13.35 g of 3,4-dichlorophenylacetonitrile in 100 ml of THF and the reaction mixture is stirred for 3 hours at RT. It is cooled to -20° C., a solution of 16 g of 2-(3-bromopropoxy)tetrahydropyran in 30 ml of THF is added dropwise and the reaction mixture is stirred for 3 hours while the temperature is allowed to rise to RT. It is concentrated under vacuum, the residue is extracted with ether, the... Conditions: time 3 hour. Starting materials: CN(C=O)C (N,N-dimethylformamide), ClC=1C=C(N)C=CC1Cl (3,4-dichloroaniline), C(=C)S(=O)(=O)F (ethenesulfonyl fluoride). Run in O (water). The product is ClC=1C=C(C=CC1Cl)NC=CS(=O)(=O)F (2-[(3,4-dichlorophenyl)amino]ethenesulfonyl fluoride). Reaction SMILES: CN(C)C=O.[Cl:6][C:7]1[CH:8]=[C:9]([CH:11]=[CH:12][C:13]=1[Cl:14])[NH2:10].[CH:15]([S:17]([F:20])(=[O:19])=[O:18])=[CH2:16]>O>[Cl:6][C:7]1[CH:8]=[C:9]([NH:10][CH:16]=[CH:15][S:17]([F:20])(=[O:19])=[O:18])[CH:11]=[CH:12][C:13]=1[Cl:14]. Reported procedure: A N,N-dimethylformamide solution (DMF, 100ml) of 3,4-dichloroaniline (6.48 g, 40 mmol) and ethenesulfonyl fluoride (6.7 g, 57.9 mmol) was warmed to 110° C. for three hours. The cooled dark solution was diluted to 400 ml with water and the resulting dark oily precipate was decanted from the supernatant layer. This layer was extracted with ether (4×50 ml). The combined ether extracts were added to the oily precipitate and this dark solution was washed with brine and dried over MgSO4. The organic s... The reactants are COCCOC, CCOC(C)=O, CC(C)(C)OC(=O)N1CCC(Nc2cc(I)c(Cl)cn2)CC1, CC1(C)OB(c2cccc(F)n2)OC1(C)C, [Na+], [Na+], O=C([O-])[O-]. The product is CC(C)(C)OC(=O)N1CCC(Nc2cc(-c3cccc(F)n3)c(Cl)cn2)CC1. Reaction SMILES: [CH3:39][O:40][CH2:41][CH2:42][O:43][CH3:44].[CH3:51][CH2:52][O:53][C:54](=[O:55])[CH3:56].[Cl:1][c:2]1[c:3]([I:22])[cH:4][c:5]([NH:8][CH:9]2[CH2:10][CH2:11][N:12]([C:15](=[O:16])[O:17][C:18]([CH3:19])([CH3:20])[CH3:21])[CH2:13][CH2:14]2)[n:6][cH:7]1.[F:23][c:24]1[n:25][c:26]([B:30]2[O:31][C:32]([CH3:33])([CH3:34])[C:35]([CH3:36])([CH3:37])[O:38]2)[cH:27][cH:28][cH:29]1.[Na+:45].[Na+:46].[O-:47][C:48](=[O:49])[O-:50]>>[Cl:1][c:2]1[c:3](-[c:26]2[n:25][c:24]([F:23])[cH:29][cH:28][cH:27]2)[cH:4][c:5]([NH:8][CH:9]2[CH2:10][CH2:11][N:12]([C:15](=[O:16])[O:17][C:18]([CH3:19])([CH3:20])[CH3:21])[CH2:13][CH2:14]2)[n:6][cH:7]1. Starting materials: COC(C1=CC=C(C=C1)C(=O)C1=CC=2C(CCC(C2C=C1O)(C)C)(C)C)=O (4-[(3-hydroxy-5,6,7,8-tetrahydro-5,5,8,8-tetramethyl-2-naphthyl)carbonyl]benzoic acid methyl ester), [H-].[Na+] (NaH), C(C1=CC=CC=C1)Br (benzyl bromide). Run in CN(C)C=O (DMF), CN(C)C=O (DMF). Conditions: time 10 hour. The product is COC(C1=CC=CC=C1)=O (benzoic acid methyl ester). Isolated yield 273.5%. Reaction SMILES: [CH3:1][O:2][C:3](=[O:27])[C:4]1[CH:9]=[CH:8][C:7](C(C2C(O)=CC3C(C)(C)CCC(C)(C)C=3C=2)=O)=[CH:6][CH:5]=1.[H-].[Na+].C(Br)C1C=CC=CC=1>CN(C=O)C>[CH3:1][O:2][C:3](=[O:27])[C:4]1[CH:9]=[CH:8][CH:7]=[CH:6][CH:5]=1 |f:1.2|. Procedure details: A solution of the 4-[(3-hydroxy-5,6,7,8-tetrahydro-5,5,8,8-tetramethyl-2-naphthyl)carbonyl]benzoic acid methyl ester (237 mg, 0.65 mmol) in DMF (1mL) was treated with NaH (0.68 mmol) at 0° C. and allowed to warm to ambient temperature over 1 h. The yellow solution was cooled again to 0° C., and treated with a solution of benzyl bromide (142 mg, 0.83 mmol) in DMF and allowed to warm to ambient temperature and stirred for 10 h. The reaction was quenched with saturated aqueous NH4Cl. The aqueous so...